This data is from the Open Reaction Database (ORD), a public repository of structured organic reaction records. The task is: describe an organic reaction: reactants, conditions, products, and yield Reaction SMILES: [CH3:24][Si:25]([CH:26]=[N+:27]=[N-:28])([CH3:29])[CH3:30].[CH3:31][OH:32].[CH:1]([c:2]1[cH:3][cH:4][cH:5][cH:6][cH:7]1)=[N:8][NH:9][c:10]1[c:11]([C:12](=[O:13])[OH:14])[cH:15][cH:16][cH:17][cH:18]1.[O:19]1[CH2:20][CH2:23][CH2:22][CH2:21]1>>[CH:1]([c:2]1[cH:3][cH:4][cH:5][cH:6][cH:7]1)=[N:8][NH:9][c:10]1[c:11]([C:12](=[O:13])[O:14][CH3:20])[cH:15][cH:16][cH:17][cH:18]1. The reactants are C[Si](C)(C)C=[N+]=[N-], CO, O=C(O)c1ccccc1NN=Cc1ccccc1, C1CCOC1. Yields the product COC(=O)c1ccccc1NN=Cc1ccccc1. Starting materials: CC(C)(C)OC(=O)C(C)(C)Sc1nc(CC(=O)Nc2ccc(-c3ccc(C(F)(F)F)cc3)cc2)cs1, ClCCl, O=C(O)C(F)(F)F. Product: CC(C)(Sc1nc(CC(=O)Nc2ccc(-c3ccc(C(F)(F)F)cc3)cc2)cs1)C(=O)O. As a reaction SMILES: [C:1]([CH3:2])([CH3:3])([CH3:4])[O:5][C:6]([C:7]([CH3:8])([S:9][c:10]1[s:11][cH:12][c:13]([CH2:15][C:16]([NH:17][c:18]2[cH:19][cH:20][c:21](-[c:24]3[cH:25][cH:26][c:27]([C:30]([F:31])([F:32])[F:33])[cH:28][cH:29]3)[cH:22][cH:23]2)=[O:34])[n:14]1)[CH3:35])=[O:36].[Cl:44][CH2:45][Cl:46].[OH:37][C:38]([C:39]([F:40])([F:41])[F:42])=[O:43]>>[O:5]=[C:6]([C:7]([CH3:8])([S:9][c:10]1[s:11][cH:12][c:13]([CH2:15][C:16]([NH:17][c:18]2[cH:19][cH:20][c:21](-[c:24]3[cH:25][cH:26][c:27]([C:30]([F:31])([F:32])[F:33])[cH:28][cH:29]3)[cH:22][cH:23]2)=[O:34])[n:14]1)[CH3:35])[OH:36]. The reactants are CC1=C(C=C(C=C1)C(CBr)=O)SC (4'-methyl-3'-methylthio-2-bromoacetophenone), [B-].[Na+] (sodium borohydrate). Run in CO (methanol). Reaction conditions: time 1 hour. Product: CC1=C(C=C(C2CO2)C=C1)SC (4-methyl-3-methylthiostyrene oxide). Isolated yield 67.9%. RXN SMILES: [CH3:1][C:2]1[CH:7]=[CH:6][C:5]([C:8](=[O:11])[CH2:9]Br)=[CH:4][C:3]=1[S:12][CH3:13].[B-].[Na+]>CO>[CH3:1][C:2]1[CH:7]=[CH:6][C:5]([CH:8]2[O:11][CH2:9]2)=[CH:4][C:3]=1[S:12][CH3:13] |f:1.2|. Procedure: To a mixture of 18 g of 4'-methyl-3'-methylthio-2-bromoacetophenone and 300 ml of methanol was gradually added 8 g of sodium borohydrate and thereafter the mixture was stirred for one hour at 40°-50° C. After distilling off methanol from the reaction mixture, 200 ml of water was added to the residue and the product was extracted with 300 ml of benzene. Then, benzene was distilled off and the residue formed was purified by a silica gel column chromatography (eluant: benzene) to provide 8.5 g of o... Starting materials: ClC=1C=C(C=CC1Cl)C1C(CNC1)N(C(CC1=CC=C(C=C1)F)=O)C (N-[(3RS,4SR)-4-(3,4-dichloro-phenyl)-pyrrolidin-3-yl]-2-(4-fluoro-phenyl)-N-methyl-acetamide), C1(CC1)CN1CCC(CC1)C(=O)O (1-cyclopropylmethyl-piperidine-4-carboxylic acid). Yields the product C1(CC1)CN1CCC(CC1)C(=O)N1CC(C(C1)C1=CC(=C(C=C1)Cl)Cl)N(C(CC1=CC=C(C=C1)F)=O)C (N-[(3RS,4RS)-1-(1-cyclopropylmethyl-piperidine-4-carbonyl)-4-(3,4-dichloro-phenyl)-pyrrolidin-3-yl]-2-(4-fluoro-phenyl)-N-methyl-acetamide). RXN SMILES: [Cl:1][C:2]1[CH:3]=[C:4]([CH:9]2[CH2:13][NH:12][CH2:11][CH:10]2[N:14]([CH3:25])[C:15](=[O:24])[CH2:16][C:17]2[CH:22]=[CH:21][C:20]([F:23])=[CH:19][CH:18]=2)[CH:5]=[CH:6][C:7]=1[Cl:8].[CH:26]1([CH2:29][N:30]2[CH2:35][CH2:34][CH:33]([C:36](O)=[O:37])[CH2:32][CH2:31]2)[CH2:28][CH2:27]1>>[CH:26]1([CH2:29][N:30]2[CH2:31][CH2:32][CH:33]([C:36]([N:12]3[CH2:13][CH:9]([C:4]4[CH:5]=[CH:6][C:7]([Cl:8])=[C:2]([Cl:1])[CH:3]=4)[CH:10]([N:14]([CH3:25])[C:15](=[O:24])[CH2:16][C:17]4[CH:18]=[CH:19][C:20]([F:23])=[CH:21][CH:22]=4)[CH2:11]3)=[O:37])[CH2:34][CH2:35]2)[CH2:27][CH2:28]1. Procedure: In analogy to the procedure described for the synthesis of example 87 (step c), the title compound N-[(3RS,4RS)-1-(1-cyclopropylmethyl-piperidine-4-carbonyl)-4-(3,4-dichloro-phenyl)-pyrrolidin-3-yl]-2-(4-fluoro-phenyl)-N-methyl-acetamide was prepared from N-[(3RS,4SR)-4-(3,4-dichloro-phenyl)-pyrrolidin-3-yl]-2-(4-fluoro-phenyl)-N-methyl-acetamide using 1-cyclopropylmethyl-piperidine-4-carboxylic acid instead of 1-(1-methyl-cyclopropanecarbonyl)-piperidine-4-carboxylic acid and was obtained as a ... The reactants are OC1CCC(N1)=O (5-hydroxy-pyrrolidin-2-one), CC(C)S (2-propanethiol). Solvent: CCOCC (ether). The product is C(C)(C)SC1CCC(N1)=O (5-isopropylthio-pyrrolidin-2-one). Reaction SMILES: [OH:1][CH:2]1[NH:6][C:5](=O)[CH2:4][CH2:3]1.[CH3:8][CH:9]([SH:11])[CH3:10]>CCOCC>[CH:9]([S:11][CH:5]1[NH:6][C:2](=[O:1])[CH2:3][CH2:4]1)([CH3:10])[CH3:8]. Procedure: A mixture of 9 g of 5-hydroxy-pyrrolidin-2-one in 40 cm3 of 2-propanethiol and 5 g of Amberlite resin IR 120 H is maintained for 80 hours at ambient temperature. After diluting with ether, filtering, and concentrating under reduced pressure, 8.5 g of the expected product is obtained. m.p. 77°-79° C., crystallized from isopropyl ether. m.p. 85°-87° C. after re-crystallization. The solvent is C(C)O (ethanol), CC(=O)C (acetone). The product is C(C)OC(=O)[C@H]1[C@@H](C1)C(=O)O ((+/−)-trans-cyclopropane-1,2-dicarboxylic acid monoethyl ester). Isolated yield 88.7%. Reported procedure: Add a solution of 0.709 g (17.72 mmol) sodium hydroxide in 7.38 mL ethanol to a solution of (+/−)-trans-cyclopropane-1,2-dicarboxylic acid diethyl ester (3.00 g, 16.11 mmol) in 36.9 mL acetone. Stir at room temperature for 24 hours. Pour reaction mixture into 100 mL water and extract with ethyl acetate (1×70 mL). Acidify the aqueous layer with 5N HCl and concentrate under reduced pressure. Add ethyl acetate and filter the resulting slurry. Concentrate the filtrate under reduced pressure to provi... As a reaction SMILES: [OH-].[Na+].[CH2:3]([O:5][C:6]([C@@H:8]1[CH2:10][C@H:9]1[C:11]([O:13]CC)=[O:12])=[O:7])[CH3:4].O>C(O)C.CC(C)=O>[CH2:3]([O:5][C:6]([C@@H:8]1[CH2:10][C@H:9]1[C:11]([OH:13])=[O:12])=[O:7])[CH3:4] |f:0.1|. Run at time 24 hour. Starting materials: O (water), [OH-].[Na+] (sodium hydroxide), C(C)OC(=O)[C@H]1[C@@H](C1)C(=O)OCC ((+/−)-trans-cyclopropane-1,2-dicarboxylic acid diethyl ester). Starting materials: O=C([O-])[O-], CO, CC#N, OC1(c2ccc(F)c(F)c2)CCNC1, CCI, [K+], [K+], O=C(O)C=CC(=O)O. The product is CCN1CCC(O)(c2ccc(F)c(F)c2)C1. Reaction SMILES: [C:15](=[O:16])([O-:17])[O-:18].[CH3:32][OH:33].[CH3:34][C:35]#[N:36].[F:1][c:2]1[cH:3][c:4]([C:9]2([OH:14])[CH2:10][NH:11][CH2:12][CH2:13]2)[cH:5][cH:6][c:7]1[F:8].[I:21][CH2:22][CH3:23].[K+:19].[K+:20].[OH:24][C:25]([CH:26]=[CH:27][C:28](=[O:29])[OH:30])=[O:31]>>[F:1][c:2]1[cH:3][c:4]([C:9]2([OH:14])[CH2:10][N:11]([CH2:22][CH3:23])[CH2:12][CH2:13]2)[cH:5][cH:6][c:7]1[F:8].